The task is: describe an organic reaction: reactants, conditions, products, and yield. This data is from the Open Reaction Database (ORD), a public repository of structured organic reaction records. The reactants are Cc1ccc(S(=O)(=O)Nc2cc(Cl)cnc2C(=O)c2ccnc(NC(=O)CNC(=O)OC(C)(C)C)c2)cc1C(F)(F)F, ClCCl, O=C(O)C(F)(F)F. Product: Cc1ccc(S(=O)(=O)Nc2cc(Cl)cnc2C(=O)c2ccnc(NC(=O)CN)c2)cc1C(F)(F)F. RXN SMILES: [C:1]([O:2][C:3](=[O:4])[NH:7][CH2:8][C:9]([NH:10][c:11]1[n:12][cH:13][cH:14][c:15]([C:17](=[O:18])[c:19]2[n:20][cH:21][c:22]([Cl:40])[cH:23][c:24]2[NH:25][S:26](=[O:27])(=[O:28])[c:29]2[cH:30][c:31]([C:36]([F:37])([F:38])[F:39])[c:32]([CH3:35])[cH:33][cH:34]2)[cH:16]1)=[O:41])([CH3:5])([CH3:6])[CH3:42].[Cl:50][CH2:51][Cl:52].[F:43][C:44]([F:45])([F:46])[C:47]([OH:48])=[O:49]>>[NH2:7][CH2:8][C:9]([NH:10][c:11]1[n:12][cH:13][cH:14][c:15]([C:17](=[O:18])[c:19]2[n:20][cH:21][c:22]([Cl:40])[cH:23][c:24]2[NH:25][S:26](=[O:27])(=[O:28])[c:29]2[cH:30][c:31]([C:36]([F:37])([F:38])[F:39])[c:32]([CH3:35])[cH:33][cH:34]2)[cH:16]1)=[O:41]. The reactants are F[B-](F)(F)F (fluoroborate), C(C1=CC=CC=C1)N1C(CCC1)=N (1-benzyl-2-iminopyrrolidine), CSC1=CC=C(C=C1)N=C=O (4-methylthiophenylisocyanate). Reaction conditions: time 1 hour. The product is C(C1=CC=CC=C1)N1C(CCC1)=NC(=O)NC1=CC=C(C=C1)SC (1-(1-benzyl-2-pyrrolidylidene)-3-(4 -methylthiophenyl)urea). RXN SMILES: F[B-](F)(F)F.[CH2:6]([N:13]1[CH2:17][CH2:16][CH2:15][C:14]1=[NH:18])[C:7]1[CH:12]=[CH:11][CH:10]=[CH:9][CH:8]=1.[CH3:19][S:20][C:21]1[CH:26]=[CH:25][C:24]([N:27]=[C:28]=[O:29])=[CH:23][CH:22]=1>>[CH2:6]([N:13]1[CH2:17][CH2:16][CH2:15][C:14]1=[N:18][C:28]([NH:27][C:24]1[CH:25]=[CH:26][C:21]([S:20][CH3:19])=[CH:22][CH:23]=1)=[O:29])[C:7]1[CH:12]=[CH:11][CH:10]=[CH:9][CH:8]=1. Procedure details: The fluoroborate salt of 1-benzyl-2-iminopyrrolidine (6.55 g.; 0.025 mole) is converted to the free base (4.36 g.; 0.025 mole) in the usual manner. After drying over K2CO3, the benzene solution is filtered through diatomaceous earth and 4.13 g. (0.025 mole) of 4-methylthiophenylisocyanate is added. The reaction mixture is stirred at room temperature for 1 hour and then evaporated to dryness in vacuo to give an oil which crystallizes. Recrystallizations from acetone-ether yields the pure product,... The product is CC(C(=O)OC1=CC=C(C=C1)C1=CC=C(C=C1)CCC)CC1=CC=C(C=C1)OCCCCC (4'-propyl-4-biphenylyl α-methyl-β-(4-pentyloxyphenyl)propionate). The solvent is O (water). Procedure: 4-Hydroxy-4'-propylbiphenyl (2.5 g, 0.012 mol) was dissolved in pyridine (10 ml) and to the solution was added β-(4-pentyloxyphenyl)propionic acid chloride (2.5 g, 0.01 mol) with sufficient shaking, followed by allowing the resulting reaction solution to stand overnight, pouring it in water (100 ml), extracting the resulting oily material with toluene (100 ml), washing the toluene layer with 6N-HCl, then with 2N-NaOH and further with water till the washing water became neutral, filtering, distil... Reaction conditions: time 8 hour. Reaction SMILES: [OH:1][C:2]1[CH:7]=[CH:6][C:5]([C:8]2[CH:13]=[CH:12][C:11]([CH2:14][CH2:15][CH3:16])=[CH:10][CH:9]=2)=[CH:4][CH:3]=1.[CH2:17]([O:22][C:23]1[CH:28]=[CH:27][C:26]([CH2:29][CH2:30][C:31](Cl)=[O:32])=[CH:25][CH:24]=1)[CH2:18][CH2:19][CH2:20][CH3:21].N1C=CC=C[CH:35]=1>O>[CH3:35][CH:30]([CH2:29][C:26]1[CH:27]=[CH:28][C:23]([O:22][CH2:17][CH2:18][CH2:19][CH2:20][CH3:21])=[CH:24][CH:25]=1)[C:31]([O:1][C:2]1[CH:3]=[CH:4][C:5]([C:8]2[CH:13]=[CH:12][C:11]([CH2:14][CH2:15][CH3:16])=[CH:10][CH:9]=2)=[CH:6][CH:7]=1)=[O:32]. Reactants: OC1=CC=C(C=C1)C1=CC=C(C=C1)CCC (4-Hydroxy-4'-propylbiphenyl), N1=CC=CC=C1 (pyridine), C(CCCC)OC1=CC=C(C=C1)CCC(=O)Cl (β-(4-pentyloxyphenyl)propionic acid chloride). Starting materials: CCCC=CCC#CCO, [Cl-], [NH4+], [NH4+], [NH4+], [Na], O=S(=O)([O-])[O-], O. Yields the product CCCC=CCC=CCO. As a reaction SMILES: [CH2:1]([C:2]#[C:3][CH2:4][CH:5]=[CH:6][CH2:7][CH2:8][CH3:9])[OH:10].[Cl-:19].[NH4+:11].[NH4+:12].[NH4+:20].[Na:18].[O-:13][S:14](=[O:15])(=[O:16])[O-:17].[OH2:21]>>[CH2:1]([CH:2]=[CH:3][CH2:4][CH:5]=[CH:6][CH2:7][CH2:8][CH3:9])[OH:10]. Starting materials: CN[C@H]1[C@@H](CCCC1)NC (trans-N,N′-dimethylcyclohexane-1,2-diamine), O=C1C(O)=C([O-])[C@H](O1)[C@@H](O)CO.[Na+] ((+)-sodium L-ascorbate), [N-]=[N+]=[N-].[Na+] (sodium azide), BrC1=CC=C(C(=N1)[C@]1(N=C(O[C@@H](C1)C(F)(F)F)NC(OC(C)(C)C)=O)C)F (tert-butyl ((4S,6S)-4-(6-bromo-3-fluoropyridin-2-yl)-4-methyl-6-(trifluoromethyl)-5,6-dihydro-4H-1,3-oxazin-2-yl)carbamate). Reagents/catalysts: [Cu]I (copper(I) iodide). Run in O (water). Reaction conditions: temperature 70 celsius. Yields the product NC1=CC=C(C(=N1)[C@]1(N=C(O[C@@H](C1)C(F)(F)F)NC(OC(C)(C)C)=O)C)F (tert-Butyl ((4S,6S)-4-(6-amino-3-fluoropyridin-2-yl)-4-methyl-6-(trifluoromethyl)-5,6-dihydro-4H-1,3-oxazin-2-yl)carbamate). The yield is 230.8%. Reaction SMILES: O=C1O[C@H]([C@H](CO)O)C([O-])=C1O.[Na+].[N-]=[N+]=[N-].[Na+].Br[C:19]1[N:24]=[C:23]([C@:25]2([CH3:43])[CH2:30][C@@H:29]([C:31]([F:34])([F:33])[F:32])[O:28][C:27]([NH:35][C:36](=[O:42])[O:37][C:38]([CH3:41])([CH3:40])[CH3:39])=[N:26]2)[C:22]([F:44])=[CH:21][CH:20]=1.C[NH:46][C@@H]1CCCC[C@H]1NC>[Cu]I.O>[NH2:46][C:19]1[N:24]=[C:23]([C@:25]2([CH3:43])[CH2:30][C@@H:29]([C:31]([F:34])([F:33])[F:32])[O:28][C:27]([NH:35][C:36](=[O:42])[O:37][C:38]([CH3:41])([CH3:40])[CH3:39])=[N:26]2)[C:22]([F:44])=[CH:21][CH:20]=1 |f:0.1,2.3|. Procedure details: A sealable vial was charged with (+)-sodium L-ascorbate (0.026 g, 0.13 mmol, Aldrich), sodium azide (0.102 g, 1.56 mmol, Aldrich), copper(I) iodide (0.026 g, 0.13 mmol, Acros), and tert-butyl ((4S,6S)-4-(6-bromo-3-fluoropyridin-2-yl)-4-methyl-6-(trifluoromethyl)-5,6-dihydro-4H-1,3-oxazin-2-yl)carbamate (7i, 0.238 g, 0.52 mmol). The sealed vial was evacuated and backfilled with Nitrogen. EtOH (2.5 mL) was added followed by water (1 mL) and trans-N,N′-dimethylcyclohexane-1,2-diamine (0.021 mL, 0.1...